From a dataset of the Open Reaction Database (ORD), a public repository of structured organic reaction records. describe an organic reaction: reactants, conditions, products, and yield Reactants: CCO, [Cl-], FC(F)(F)C1CO1, [N-]=[N+]=[N-], [NH4+], [Na+]. RXN SMILES: [CH3:14][CH2:15][OH:16].[Cl-:8].[F:1][C:2]([CH:3]1[CH2:4][O:5]1)([F:6])[F:7].[N-:11]=[N+:12]=[N-:13].[NH4+:9].[Na+:10]>>[F:1][C:2]([CH:3]([CH2:4][N:11]=[N+:12]=[N-:13])[OH:5])([F:6])[F:7]. Yields the product [N-]=[N+]=NCC(O)C(F)(F)F. The reactants are NC1=NC=C(C=N1)NC(C1=C(C=CC(=C1)[N+](=O)[O-])C)=O (N-(2-Aminopyrimidin-5-yl)-2-methyl-5-nitrobenzamide), C(I)I (CH2I2), CCOC(=O)C (EtOAc). Reagents/catalysts: [Cu]I (CuI). Run in C1CCOC1 (THF). Run at temperature 70 celsius. The product is IC1=NC=C(C=N1)NC(C1=C(C=CC(=C1)[N+](=O)[O-])C)=O (N-(2-iodopyrimidin-5-yl)-2-methyl-5-nitrobenzamide). RXN SMILES: N[C:2]1[N:7]=[CH:6][C:5]([NH:8][C:9](=[O:20])[C:10]2[CH:15]=[C:14]([N+:16]([O-:18])=[O:17])[CH:13]=[CH:12][C:11]=2[CH3:19])=[CH:4][N:3]=1.C(I)[I:22].CCOC(C)=O>C1COCC1.[Cu]I>[I:22][C:2]1[N:7]=[CH:6][C:5]([NH:8][C:9](=[O:20])[C:10]2[CH:15]=[C:14]([N+:16]([O-:18])=[O:17])[CH:13]=[CH:12][C:11]=2[CH3:19])=[CH:4][N:3]=1. Reported procedure: N-(2-Aminopyrimidin-5-yl)-2-methyl-5-nitrobenzamide [prepared according to Specific Method 1] (200 mg, 0.732 mmol), CuI (140 mg, 0.732 mmol) and CH2I2 (0.30 mL, 3.73 mmol) were taken up in THF (3.7 mL) in a 16×100 mm resealable pyrex tube. The tube was sealed and the mixture was heated at 70° C. for 2 h. After cooling to rt, the crude reaction mixture was taken up in 1:1 EtOAc:1N HCl and the layers were separated. The organics were washed with saturated NH4Cl then dried over Na2SO4. Purification...